This data is from the Open Reaction Database (ORD), a public repository of structured organic reaction records. The task is: describe an organic reaction: reactants, conditions, products, and yield Reactants: O=[N+]([O-])c1ccc(Br)cn1, O=C([O-])[O-], CN(C)C=O, [Cs+], [Cs+], O, Oc1ccc(-n2cncn2)cc1. Product: O=[N+]([O-])c1ccc(Oc2ccc(-n3cncn3)cc2)cn1. RXN SMILES: [Br:24][c:25]1[cH:26][cH:27][c:28]([N+:31](=[O:32])[O-:33])[n:29][cH:30]1.[C:1](=[O:2])([O-:3])[O-:4].[CH3:7][N:8]([CH3:9])[CH:10]=[O:11].[Cs+:5].[Cs+:6].[OH2:34].[n:12]1(-[c:17]2[cH:18][cH:19][c:20]([OH:23])[cH:21][cH:22]2)[n:13][cH:14][n:15][cH:16]1>>[n:12]1(-[c:17]2[cH:18][cH:19][c:20]([O:23][c:25]3[cH:26][cH:27][c:28]([N+:31](=[O:32])[O-:33])[n:29][cH:30]3)[cH:21][cH:22]2)[n:13][cH:14][n:15][cH:16]1.